Dataset: the Open Reaction Database (ORD), a public repository of structured organic reaction records. Task: describe an organic reaction: reactants, conditions, products, and yield Starting materials: Nc1cc(Br)cc(C(F)(F)F)c1, CC(=O)O, CCOC(C)=O, O=C1CCC(=O)N1I. The product is Nc1cc(C(F)(F)F)cc(Br)c1I. As a reaction SMILES: [Br:1][c:2]1[cH:3][c:4]([NH2:5])[cH:6][c:7]([C:9]([F:10])([F:11])[F:12])[cH:8]1.[CH3:21][C:22](=[O:23])[OH:24].[CH3:25][CH2:26][O:27][C:28](=[O:29])[CH3:30].[I:13][N:14]1[C:15](=[O:16])[CH2:17][CH2:18][C:19]1=[O:20]>>[Br:1][c:2]1[c:3]([I:13])[c:4]([NH2:5])[cH:6][c:7]([C:9]([F:10])([F:11])[F:12])[cH:8]1. Starting materials: COc1ccc2c(Cl)nnc(-c3ccccc3)c2c1, Cc1c(Cl)cncc1Cl, [H-], [Na+], CN(C)C=O. The product is COc1ccc2c(Cc3c(Cl)cncc3Cl)nnc(-c3ccccc3)c2c1. As a reaction SMILES: [Cl:12][c:13]1[n:14][n:15][c:16](-[c:25]2[cH:26][cH:27][cH:28][cH:29][cH:30]2)[c:17]2[cH:18][c:19]([O:23][CH3:24])[cH:20][cH:21][c:22]12.[Cl:1][c:2]1[cH:3][n:4][cH:5][c:6]([Cl:9])[c:7]1[CH3:8].[H-:11].[Na+:10].[O:31]=[CH:32][N:33]([CH3:34])[CH3:35]>>[Cl:1][c:2]1[cH:3][n:4][cH:5][c:6]([Cl:9])[c:7]1[CH2:8][c:13]1[n:14][n:15][c:16](-[c:25]2[cH:26][cH:27][cH:28][cH:29][cH:30]2)[c:17]2[cH:18][c:19]([O:23][CH3:24])[cH:20][cH:21][c:22]12. Starting materials: Cc1ccc(-c2oncc2C(=O)O)cc1, OC1(c2ccc(Cl)cc2)CCNCC1. Product: Cc1ccc(-c2oncc2C(=O)N2CCC(O)(c3ccc(Cl)cc3)CC2)cc1. RXN SMILES: [CH3:1][c:2]1[cH:3][cH:4][c:5](-[c:8]2[c:9]([C:13](=[O:14])[OH:15])[cH:10][n:11][o:12]2)[cH:6][cH:7]1.[Cl:16][c:17]1[cH:18][cH:19][c:20]([C:23]2([OH:29])[CH2:24][CH2:25][NH:26][CH2:27][CH2:28]2)[cH:21][cH:22]1>>[CH3:1][c:2]1[cH:3][cH:4][c:5](-[c:8]2[c:9]([C:13](=[O:15])[N:26]3[CH2:25][CH2:24][C:23]([c:20]4[cH:19][cH:18][c:17]([Cl:16])[cH:22][cH:21]4)([OH:29])[CH2:28][CH2:27]3)[cH:10][n:11][o:12]2)[cH:6][cH:7]1.